Dataset: the Open Reaction Database (ORD), a public repository of structured organic reaction records. Task: describe an organic reaction: reactants, conditions, products, and yield Starting materials: CCO, CCOC(OCC)OCC, [Cl-], N#Cc1cc(C=O)ccc1F, [NH4+]. The product is CCOC(OCC)c1ccc(F)c(C#N)c1. Reaction SMILES: [CH3:12][CH2:13][OH:14].[CH:17]([O:18][CH2:19][CH3:20])([O:21][CH2:22][CH3:23])[O:24][CH2:25][CH3:26].[Cl-:15].[F:1][c:2]1[c:3]([C:4]#[N:5])[cH:6][c:7]([CH:10]=[O:11])[cH:8][cH:9]1.[NH4+:16]>>[F:1][c:2]1[c:3]([C:4]#[N:5])[cH:6][c:7]([CH:17]([O:21][CH2:22][CH3:23])[O:24][CH2:25][CH3:26])[cH:8][cH:9]1. Reactants: [Al+3], [Cl-], [Cl-], [Cl-], COc1cccc(Cl)c1Cl, ClCCCl, Cl, O=C(Cl)c1c(F)cccc1F. Product: COc1ccc(C(=O)c2c(F)cccc2F)c(Cl)c1Cl. Reaction SMILES: [Al+3:13].[Cl-:12].[Cl-:14].[Cl-:15].[Cl:16][c:17]1[c:18]([O:24][CH3:25])[cH:19][cH:20][cH:21][c:22]1[Cl:23].[Cl:27][CH2:28][CH2:29][Cl:30].[ClH:26].[F:1][c:2]1[c:3]([C:4](=[O:5])[Cl:6])[c:7]([F:11])[cH:8][cH:9][cH:10]1>>[F:1][c:2]1[c:3]([C:4](=[O:5])[c:21]2[cH:20][cH:19][c:18]([O:24][CH3:25])[c:17]([Cl:16])[c:22]2[Cl:23])[c:7]([F:11])[cH:8][cH:9][cH:10]1.